The task is: describe an organic reaction: reactants, conditions, products, and yield. This data is from the Open Reaction Database (ORD), a public repository of structured organic reaction records. Reactants: TEA, NC[C@@H]1CN(CC1)C(=O)OC(C)(C)C ((R)-3-(aminomethyl)-1-N-Boc-pyrrolidine), CS(=O)(=O)Cl (Methanesulfonyl chloride). Solvent: O (water), C(Cl)Cl (DCM). Reaction conditions: temperature 0 celsius, time 2 hour. Yields the product N1CC(CC1)CNS(=O)(=O)C (N-pyrrolidin-3-ylmethyl-methanesulfonamide). Isolated yield 106.6%. Reaction SMILES: [NH2:1][CH2:2][C@H:3]1[CH2:7][CH2:6][N:5](C(OC(C)(C)C)=O)[CH2:4]1.[CH3:15][S:16](Cl)(=[O:18])=[O:17]>C(Cl)Cl.O>[NH:5]1[CH2:6][CH2:7][CH:3]([CH2:2][NH:1][S:16]([CH3:15])(=[O:18])=[O:17])[CH2:4]1. Procedure details: TEA (1.05 mL, 7.5 mmol) was added to a solution of (R)-3-(aminomethyl)-1-N-Boc-pyrrolidine (1 g, 5 mmol) in DCM (25 mL) at 0° C. Methanesulfonyl chloride (0.43 mL, 5.5 mmol) was then added. After stirring at 0° C. for 2 h, the reaction mixture was diluted with water. The organic phase was separated, dried (MgSO4), filtered and concentrated. The crude material was treated with 1M HCl in MeOH (25 mL) at RT and stirred at RT for 20 h. The volatiles were removed under reduced pressure to afford 0.95...